Dataset: the Open Reaction Database (ORD), a public repository of structured organic reaction records. Task: describe an organic reaction: reactants, conditions, products, and yield The reactants are COC(=O)c1ccc(-c2ncnc3c2ncn3-c2cc(C(=O)NC3CC3)ccc2C)cc1, CO, NN, O. The product is Cc1ccc(C(=O)NC2CC2)cc1-n1cnc2c(-c3ccc(C(=O)NN)cc3)ncnc21. As a reaction SMILES: [CH3:1][O:2][C:3]([c:4]1[cH:5][cH:6][c:7](-[c:10]2[c:11]3[n:12][cH:13][n:14](-[c:19]4[c:20]([CH3:31])[cH:21][cH:22][c:23]([C:25]([NH:26][CH:27]5[CH2:28][CH2:29]5)=[O:30])[cH:24]4)[c:15]3[n:16][cH:17][n:18]2)[cH:8][cH:9]1)=[O:32].[CH3:36][OH:37].[NH2:34][NH2:35].[OH2:33]>>[O:2]=[C:3]([c:4]1[cH:5][cH:6][c:7](-[c:10]2[c:11]3[n:12][cH:13][n:14](-[c:19]4[c:20]([CH3:31])[cH:21][cH:22][c:23]([C:25]([NH:26][CH:27]5[CH2:28][CH2:29]5)=[O:30])[cH:24]4)[c:15]3[n:16][cH:17][n:18]2)[cH:8][cH:9]1)[NH:34][NH2:35]. Reactants: C#Cc1ncccc1OC(C)=O, CCO. Product: CCc1ncccc1OC(C)=O. RXN SMILES: [C:1]([CH3:2])(=[O:3])[O:4][c:5]1[c:6]([C:11]#[CH:12])[n:7][cH:8][cH:9][cH:10]1.[CH3:13][CH2:14][OH:15]>>[C:1]([CH3:2])(=[O:3])[O:4][c:5]1[c:6]([CH2:11][CH3:12])[n:7][cH:8][cH:9][cH:10]1. The reactants are COC1=CC=C2C(=N1)N(C(=N2)C2CN(CCC2)C(C[C@@H](CC2=CC1=CC=CC=C1C=C2)NC(OC(C)(C)C)=O)=O)CCCOC ((R)-tert-butyl 4-(3-(5-methoxy-3-(3-methoxypropyl)-3H-imidazo[4,5-b]pyridin-2-yl)piperidin-1-yl)-1-(naphthalen-2-yl)-4-oxobutan-2-ylcarbamate), Cl.N1=CC=CC=C1 (pyridine hydrochloride). Run in O (water). Conditions: temperature 150 celsius. The product is NC(CC(=O)N1C[C@@H](CCC1)C1=NC2=C(NC(C=C2)=O)N1CCCOC)CC1=CC2=CC=CC=C2C=C1 ((R)-2-(1-(3-amino-4-(naphthalen-2-yl)butanoyl)piperidin-3-yl)-3-(3-methoxypropyl)-3H-imidazo[4,5-b]pyridin-5(4H)-one). Yield: 3.5%. Reaction SMILES: C[O:2][C:3]1[N:8]=[C:7]2[N:9]([CH2:41][CH2:42][CH2:43][O:44][CH3:45])[C:10]([CH:12]3[CH2:17][CH2:16][CH2:15][N:14]([C:18](=[O:40])[CH2:19][C@H:20]([NH:32]C(=O)OC(C)(C)C)[CH2:21][C:22]4[CH:31]=[CH:30][C:29]5[C:24](=[CH:25][CH:26]=[CH:27][CH:28]=5)[CH:23]=4)[CH2:13]3)=[N:11][C:6]2=[CH:5][CH:4]=1.Cl.N1C=CC=CC=1>O>[NH2:32][CH:20]([CH2:21][C:22]1[CH:31]=[CH:30][C:29]2[C:24](=[CH:25][CH:26]=[CH:27][CH:28]=2)[CH:23]=1)[CH2:19][C:18]([N:14]1[CH2:15][CH2:16][CH2:17][C@@H:12]([C:10]2[N:9]([CH2:41][CH2:42][CH2:43][O:44][CH3:45])[C:7]3[NH:8][C:3](=[O:2])[CH:4]=[CH:5][C:6]=3[N:11]=2)[CH2:13]1)=[O:40] |f:1.2|. Reported procedure: (R)-tert-Butyl 4-(3-(5-methoxy-3-(3-methoxypropyl)-3H-imidazo[4,5-b]pyridin-2-yl)piperidin-1-yl)-1-(naphthalen-2-yl)-4-oxobutan-2-ylcarbamate (33E) (0.114 mmol, 0.070 g) prepared according to Example 33, Steps A-E and pyridine hydrochloride (8.65 mmol, 1.00 g) were added to a 15 mL round bottomed flask equipped for stirring under nitrogen. The reaction was subsequently heated to 150° C. and stirred for 15 min. The reaction was cooled to room temperature and water (2 mL) was added. The solution w... Starting materials: CN1CCCNCC1, Cc1ccccc1, Sc1nc2cc(Cl)ccc2o1. Product: CN1CCCN(c2nc3cc(Cl)ccc3o2)CC1. Reaction SMILES: [CH3:12][N:13]1[CH2:14][CH2:15][NH:16][CH2:17][CH2:18][CH2:19]1.[CH3:20][c:21]1[cH:22][cH:23][cH:24][cH:25][cH:26]1.[Cl:1][c:2]1[cH:3][cH:4][c:5]2[c:6]([n:7][c:8]([SH:10])[o:9]2)[cH:11]1>>[Cl:1][c:2]1[cH:3][cH:4][c:5]2[c:6]([n:7][c:8]([N:16]3[CH2:15][CH2:14][N:13]([CH3:12])[CH2:19][CH2:18][CH2:17]3)[o:9]2)[cH:11]1. Starting materials: NC(CCCC(=O)OC)C1=C(C=CC=C1OC)OC (methyl 5-amino-5-(2,6-dimethoxyphenyl)pentanoate), N1(N=NC=C1)C=1C=C(C=O)C=CC1 (3-(1H-1,2,3-triazol-1-yl)benzaldehyde). Product: N1(N=NC=C1)C=1C=C(CN2C(CCCC2C2=C(C=CC=C2OC)OC)=O)C=CC1 (1-(3-(1H-1,2,3-triazol-1-yl)benzyl)-6-(2,6-dimethoxyphenyl)piperidin-2-one). Reaction SMILES: [NH2:1][CH:2]([C:10]1[C:15]([O:16][CH3:17])=[CH:14][CH:13]=[CH:12][C:11]=1[O:18][CH3:19])[CH2:3][CH2:4][CH2:5][C:6]([O:8]C)=O.[N:20]1([C:25]2[CH:26]=[C:27]([CH:30]=[CH:31][CH:32]=2)[CH:28]=O)[CH:24]=[CH:23][N:22]=[N:21]1>>[N:20]1([C:25]2[CH:26]=[C:27]([CH:30]=[CH:31][CH:32]=2)[CH2:28][N:1]2[CH:2]([C:10]3[C:15]([O:16][CH3:17])=[CH:14][CH:13]=[CH:12][C:11]=3[O:18][CH3:19])[CH2:3][CH2:4][CH2:5][C:6]2=[O:8])[CH:24]=[CH:23][N:22]=[N:21]1. Procedure details: Prepared according to the described general procedure 1 (GP1) by reaction of methyl 5-amino-5-(2,6-dimethoxyphenyl)pentanoate with 3-(1H-1,2,3-triazol-1-yl)benzaldehyde. Subsequent purification by preparative HPLC afforded the target compound. LC-MS (conditions A): tR=0.71 min.; [M+H]+: 393.08 g/mol. Reactants: C, Cc1cc(-c2cn(-c3cccc(OCCn4ccnc4)c3)c3ncnc(N)c23)cc(C)c1OCc1ccccc1, C1CCOC1, CCO, [H][H], [Pd]. Product: Cc1cc(-c2cn(-c3cccc(OCCn4ccnc4)c3)c3ncnc(N)c23)cc(C)c1O. As a reaction SMILES: [C:51].[CH2:1]([c:2]1[cH:3][cH:4][cH:5][cH:6][cH:7]1)[O:8][c:9]1[c:10]([CH3:40])[cH:11][c:12](-[c:16]2[cH:17][n:18](-[c:26]3[cH:27][c:28]([O:32][CH2:33][CH2:34][n:35]4[cH:36][n:37][cH:38][cH:39]4)[cH:29][cH:30][cH:31]3)[c:19]3[n:20][cH:21][n:22][c:23]([NH2:25])[c:24]23)[cH:13][c:14]1[CH3:15].[CH2:46]1[O:47][CH2:48][CH2:49][CH2:50]1.[CH3:43][CH2:44][OH:45].[H:41][H:42].[Pd:52]>>[OH:8][c:9]1[c:10]([CH3:40])[cH:11][c:12](-[c:16]2[cH:17][n:18](-[c:26]3[cH:27][c:28]([O:32][CH2:33][CH2:34][n:35]4[cH:36][n:37][cH:38][cH:39]4)[cH:29][cH:30][cH:31]3)[c:19]3[n:20][cH:21][n:22][c:23]([NH2:25])[c:24]23)[cH:13][c:14]1[CH3:15]. Starting materials: C(C)(C)(C)C1=NNC(=N1)SCC=1OC=CC1 (3-t-Butyl-5-(fur-2-yl-methylthio)-1H-1,2,4-triazole), CN(C(=O)Cl)C (dimethylcarbamoyl chloride). The product is CN(C(=O)N1N=C(N=C1SCC=1OC=CC1)C(C)(C)C)C (1-dimethylcarbamoyl-3-t-butyl-5-(fur-2-yl-methylthio)-1H-1,2,4-triazole). As a reaction SMILES: [C:1]([C:5]1[N:9]=[C:8]([S:10][CH2:11][C:12]2[O:13][CH:14]=[CH:15][CH:16]=2)[NH:7][N:6]=1)([CH3:4])([CH3:3])[CH3:2].[CH3:17][N:18]([CH3:22])[C:19](Cl)=[O:20]>>[CH3:17][N:18]([CH3:22])[C:19]([N:7]1[C:8]([S:10][CH2:11][C:12]2[O:13][CH:14]=[CH:15][CH:16]=2)=[N:9][C:5]([C:1]([CH3:4])([CH3:2])[CH3:3])=[N:6]1)=[O:20]. Reported procedure: 3-t-Butyl-5-(fur-2-yl-methylthio)-1H-1,2,4-triazole was reacted with dimethylcarbamoyl chloride by substantially the same procedure as described in Example 1 to yield 1-dimethylcarbamoyl-3-t-butyl-5-(fur-2-yl-methylthio)-1H-1,2,4-triazole, an oil.